From a dataset of the Open Reaction Database (ORD), a public repository of structured organic reaction records. describe an organic reaction: reactants, conditions, products, and yield The reactants are O (water), C(CC)S (propanthiol), [OH-].[K+] (potassium hydroxide), CN1N=C(C(=C1Cl)Cl)Cl (1-methyl-3,4,5-trichloropyrazole). Solvent: CS(=O)C (dimethylsulfoxide). Conditions: temperature 120 celsius, time 6 hour. The product is CN1N=C(C(=C1SCCC)Cl)Cl (1-methyl-3,4-dichloro-5-(n-propylthio)pyrazole). Reaction SMILES: [CH2:1]([SH:4])[CH2:2][CH3:3].[OH-].[K+].[CH3:7][N:8]1[C:12](Cl)=[C:11]([Cl:14])[C:10]([Cl:15])=[N:9]1.O>CS(C)=O>[CH3:7][N:8]1[C:12]([S:4][CH2:1][CH2:2][CH3:3])=[C:11]([Cl:14])[C:10]([Cl:15])=[N:9]1 |f:1.2|. Reported procedure: A stirred mixture of 4.9 g (0.064 moles) propanthiol and 3 g (0.054 moles) potassium hydroxide in 50 ml dimethylsulfoxide was heated (at about 120° C.) for thirty minutes. Then 10 g (0.054 moles) 1-methyl-3,4,5-trichloropyrazole was added in one portion. Heating (at about 120° C.) of the stirred reaction mixture was continued for about 6 hours. The reaction mixture was allowed to cool. The reaction mixture was added to water (about 50 ml); the resulting mixture was extracted with ether. The ethe... Reactants: COc1cc(N)cc(OC)c1OC, CC(=O)[O-], Cc1nc(Cl)c2ccccc2n1, [Na+]. The product is COc1cc(Nc2nc(C)nc3ccccc23)cc(OC)c1OC. As a reaction SMILES: [CH3:13][O:14][c:15]1[cH:16][c:17]([NH2:18])[cH:19][c:20]([O:24][CH3:25])[c:21]1[O:22][CH3:23].[CH3:27][C:28](=[O:29])[O-:30].[Cl:1][c:2]1[n:3][c:4]([CH3:12])[n:5][c:6]2[cH:7][cH:8][cH:9][cH:10][c:11]12.[Na+:26]>>[c:2]1([NH:18][c:17]2[cH:16][c:15]([O:14][CH3:13])[c:21]([O:22][CH3:23])[c:20]([O:24][CH3:25])[cH:19]2)[n:3][c:4]([CH3:12])[n:5][c:6]2[cH:7][cH:8][cH:9][cH:10][c:11]12. As a reaction SMILES: [C:1]1(=[O:7])[O:6][C:4](=[O:5])[CH:3]=[CH:2]1.[CH3:8]C(N=NC(C#N)(C)C)(C#N)C>O1CCCC1>[CH3:8][O:5][CH:4]([O:6][CH3:1])[CH:3]=[CH2:2].[C:4]1(=[O:5])[O:6][C:1](=[O:7])[CH:2]=[CH:3]1 |f:3.4|. The reactants are 3,3-dimethoxypropene, Formula 9, C1(\C=C/C(=O)O1)=O (maleic anhydride), CC(C)(C#N)N=NC(C)(C)C#N (AIBN), Formula 10. Run in O1CCCC1 (tetrahydrofuran). Run at time 8 hour. Procedure details: 3,3-dimethoxypropene of Chemical Formula 9 (0.3 mole), maleic anhydride (0.1 mole), AIBN (0.8 g) and tetrahydrofuran (42 g) were placed in a 100 ml flask and the mixture was reacted at 65° C. under nitrogen or argon atmosphere for 8 hours. After the polymerization was completed, the polymers were precipitated from ethyl ether. The polymer precipitate was dried in vacuo to obtain pure resin represented by following Chemical Formula 10: The product is COC(C=C)OC.C1(\C=C/C(=O)O1)=O (3,3-dimethoxypropene maleic anhydride). Starting materials: C(\C=C\C(=O)O)(=O)O (fumaric acid), C(C)(C)(C)C1=NC(=CC(=N1)N1CCN(CC1)CCCCl)C1CCC1 (2-tert-Butyl-4-[4-(3-chloro-propyl)-piperazin-1-yl]-6-cyclobutyl-pyrimidine), CN1C(=NN=C1C1CC1)S (4-methyl-5-cyclopropyl-4H-[1,2,4]triazole-3-thiol), [I-].[K+] (potassium iodide). The solvent is C(C)(=O)OCC (ethyl acetate), O (water), CN(C=O)C (dimethylformamide). Product: C(\C=C\C(=O)O)(=O)O.C(C)(C)(C)C1=NC(=CC(=N1)N1CCN(CC1)CCCSC1=NN=C(N1C)C1CC1)C1CCC1 (2-tert-Butyl-4-{4-[3-(4-methyl-5-cyclopropyl-4H-[1,2,4]triazol-3-ylsulfanyl)-propyl]-piperazin-1-yl}-6-cyclobutyl-pyrimidine fumarate). Reaction SMILES: [C:1]([C:5]1[N:10]=[C:9]([N:11]2[CH2:16][CH2:15][N:14]([CH2:17][CH2:18][CH2:19]Cl)[CH2:13][CH2:12]2)[CH:8]=[C:7]([CH:21]2[CH2:24][CH2:23][CH2:22]2)[N:6]=1)([CH3:4])([CH3:3])[CH3:2].[CH3:25][N:26]1[C:30]([CH:31]2[CH2:33][CH2:32]2)=[N:29][N:28]=[C:27]1[SH:34].[I-].[K+].[C:37]([OH:44])(=[O:43])/[CH:38]=[CH:39]/[C:40]([OH:42])=[O:41]>CN(C)C=O.C(OCC)(=O)C.O>[C:37]([OH:44])(=[O:43])/[CH:38]=[CH:39]/[C:40]([OH:42])=[O:41].[C:1]([C:5]1[N:10]=[C:9]([N:11]2[CH2:16][CH2:15][N:14]([CH2:17][CH2:18][CH2:19][S:34][C:27]3[N:26]([CH3:25])[C:30]([CH:31]4[CH2:33][CH2:32]4)=[N:29][N:28]=3)[CH2:13][CH2:12]2)[CH:8]=[C:7]([CH:21]2[CH2:24][CH2:23][CH2:22]2)[N:6]=1)([CH3:4])([CH3:3])[CH3:2] |f:2.3,8.9|. Procedure: 0.4 g of 2-tert-Butyl-4-[4-(3-chloro-propyl)-piperazin-1-yl]-6-cyclobutyl-pyrimidine (1.14 mmol), 0.2 g of 4-methyl-5-cyclopropyl-4H-[1,2,4]triazole-3-thiol (1.29 mmol), 0.07 g lithium-hydroxide (2.92 mmol) and a spatula tip of potassium iodide were stirred in 20 ml of dimethylformamide overnight at room temperature and for an additional 3 h at 40° C. After addition of water and ethyl acetate, the organic layer was separated, dried over magnesium sulfate, filtered and the solvent was evaporated....